From a dataset of the Open Reaction Database (ORD), a public repository of structured organic reaction records. describe an organic reaction: reactants, conditions, products, and yield RXN SMILES: [CH:1]12[O:7][CH:2]1[CH2:3][CH2:4][CH2:5][CH2:6]2.[CH3:8][NH:9][CH3:10].Cl>C1C=CC=CC=1>[CH3:8][N:9]([CH3:10])[C@@H:1]1[CH2:6][CH2:5][CH2:4][CH2:3][C@H:2]1[OH:7]. Procedure details: This compound was previously prepared from cyclohexene oxide and dimethylamine in benzene at room temperature for 14 days in 95% yield, b.p. 90° (20 mm): J. Chem. Soc., 4835 (1965); or in autoclave: C. A. 67, 63899 d, Rocz. Chem. 41, 541 (1967) b.p. 88° (14 mm); also Bull. Soc. Chim. France, 850 (1947): hydrochloride and resolution reported. The solvent is C1=CC=CC=C1 (benzene). The reactants are C12C(CCCC1)O2 (cyclohexene oxide), CNC (dimethylamine), Cl (hydrochloride). Yields the product CN([C@H]1[C@@H](CCCC1)O)C (trans-2-Dimethylaminocyclohexanol). RXN SMILES: [CH3:22][CH2:23][OH:24].[CH:1]1([O:6][c:7]2[c:8]([CH:9]=[O:10])[cH:11][cH:12][cH:13][c:14]2[O:15][CH3:16])[CH2:2][CH2:3][CH2:4][CH2:5]1.[ClH:17].[NH2:18][OH:19].[Na+:21].[OH-:20]>>[CH:1]1([O:6][c:7]2[c:8]([CH:9]=[N:18][OH:19])[cH:11][cH:12][cH:13][c:14]2[O:15][CH3:16])[CH2:2][CH2:3][CH2:4][CH2:5]1. Product: COc1cccc(C=NO)c1OC1CCCC1. The reactants are CCO, COc1cccc(C=O)c1OC1CCCC1, Cl, NO, [Na+], [OH-]. The reactants are FC1=CC=C(C=N[C@@H](CC(C)C)C(=O)OC(C)(C)C)C=C1 (N-(4-fluorobenzylidene)-1(S)-t-butoxycarbonyl-3-methylbutylamine), C(C)(C)(C)OC(=O)[C@H](CC(C)C)N1C([C@H]([C@H]1C1=CC=C(C=C1)F)N=[N+]=[N-])=O (1-(1(S)-t-butoxycarbonyl-3-methylbutyl)-3(S)-azido-4(R)-(4-fluorophenyl)azetidin-2-one). The product is C(C)(C)(C)OC(=O)[C@H](CC(C)C)N1C([C@@H]([C@@H]1C1=CC=C(C=C1)F)N=[N+]=[N-])=O (1-(1(S)-t-butoxycarbonyl-3-methylbutyl)-3(R)-azido-4(S)-(4-fluorophenyl)azetidin-2-one). Yield: 96.6%. Reaction SMILES: FC1C=CC(C=N[C@H](C(OC(C)(C)C)=O)CC(C)C)=CC=1.[C:22]([O:26][C:27]([C@@H:29]([N:34]1[C@H:37]([C:38]2[CH:43]=[CH:42][C:41]([F:44])=[CH:40][CH:39]=2)[C@H:36]([N:45]=[N+:46]=[N-:47])[C:35]1=[O:48])[CH2:30][CH:31]([CH3:33])[CH3:32])=[O:28])([CH3:25])([CH3:24])[CH3:23]>>[C:22]([O:26][C:27]([C@@H:29]([N:34]1[C@@H:37]([C:38]2[CH:39]=[CH:40][C:41]([F:44])=[CH:42][CH:43]=2)[C@@H:36]([N:45]=[N+:46]=[N-:47])[C:35]1=[O:48])[CH2:30][CH:31]([CH3:33])[CH3:32])=[O:28])([CH3:24])([CH3:25])[CH3:23]. Procedure: Using N-(4-fluorobenzylidene)-1(S)-t-butoxycarbonyl-3-methylbutylamine (10.09 g., 34.4 mmol) as a starting material, the reaction, separation and purification were carried out under the same conditions as in Referential example 7 to give a mixture of 1-(1(S)-t-butoxycarbonyl-3-methylbutyl)-3(S)-azido-4(R)-(4-fluorophenyl)azetidin-2-one and 1-(1(S)-t-butoxycarbonyl-3-methylbutyl)-3(R)-azido-4(S)-(4-fluorophenyl)azetidin-2-one (12.51 g., yield: 96.6%). Starting materials: COC=1NNC(=CC1)S(=O)(=O)C=1C=C2C=CN(C2=CC1)CC1=CC=CC=C1 (3-methoxy-6-(N-benzylindole-5-sulfonyl)-2H-pyridazine), Cl (HCl). Solvent: O1CCOCC1 (dioxane). Conditions: temperature 100 celsius. Product: C(C1=CC=CC=C1)N1C=CC2=CC(=CC=C12)S(=O)(=O)C=1C=CC(NN1)=O (6-(N-Benzylindole-5-sulfonyl)-2H-pyridazin-3-one). Reaction SMILES: C[O:2][C:3]1[NH:4][NH:5][C:6]([S:9]([C:12]2[CH:13]=[C:14]3[C:18](=[CH:19][CH:20]=2)[N:17]([CH2:21][C:22]2[CH:27]=[CH:26][CH:25]=[CH:24][CH:23]=2)[CH:16]=[CH:15]3)(=[O:11])=[O:10])=[CH:7][CH:8]=1.Cl>O1CCOCC1>[CH2:21]([N:17]1[C:18]2[C:14](=[CH:13][C:12]([S:9]([C:6]3[CH:7]=[CH:8][C:3](=[O:2])[NH:4][N:5]=3)(=[O:11])=[O:10])=[CH:20][CH:19]=2)[CH:15]=[CH:16]1)[C:22]1[CH:23]=[CH:24][CH:25]=[CH:26][CH:27]=1. Procedure: A mixture of 3-methoxy-6-(N-benzylindole-5-sulfonyl)-2H-pyridazine (0.64 mmol, 245 mg), conc. HCl (0.5 mL), and dioxane (3 mL) was heated at 100° C. for 2 hours. The reaction mixture was cooled and evaporated to dryness. Water (10 mL) was added to the residue and the resulting solid, 6-(N-benzylindole-5-sulfonyl)-2H-pyridazin-3-one, was collected (55%, 102 mg). RXN SMILES: [Br:13][CH2:14][CH2:15][CH2:16][CH2:17][Br:18].[C:19](=[O:20])([O-:21])[O-:22].[CH3:25][N:26]([CH3:27])[CH:28]=[O:29].[K+:23].[K+:24].[NH2:1][c:2]1[cH:3][cH:4][c:5]([CH2:8][C:9](=[O:10])[O:11][CH3:12])[cH:6][cH:7]1>>[N:1]1([c:2]2[cH:3][cH:4][c:5]([CH2:8][C:9](=[O:10])[O:11][CH3:12])[cH:6][cH:7]2)[CH2:14][CH2:15][CH2:16][CH2:17]1. Reactants: BrCCCCBr, O=C([O-])[O-], CN(C)C=O, [K+], [K+], COC(=O)Cc1ccc(N)cc1. Product: COC(=O)Cc1ccc(N2CCCC2)cc1. The reagents and catalysts are [Pd] (palladium on charcoal). Procedure details: Phenylmethyl 4-((6,7-dihydro[1,4]dioxino[2,3-c]pyridazin-3-ylmethyl) {[(1,1-dimethylethyl)oxy]carbonyl}amino)-1-piperidinecarboxylate (11.89 g. 25 mmol) in ethanol (90 ml) was hydrogenated with 10% palladium on charcoal (aqueous paste, 2 g) for 21 h. The mixture was filtered and evaporated to give a white solid (8.5 g, 97%). Isolated yield 97.0%. The solvent is C(C)O (ethanol). The reactants are N1=NC(=CC2=C1OCCO2)CN(C2CCN(CC2)C(=O)OCC2=CC=CC=C2)C(=O)OC(C)(C)C (Phenylmethyl 4-((6,7-dihydro[1,4]dioxino[2,3-c]pyridazin-3-ylmethyl) {[(1,1-dimethylethyl)oxy]carbonyl}amino)-1-piperidinecarboxylate). As a reaction SMILES: [N:1]1[C:6]2[O:7][CH2:8][CH2:9][O:10][C:5]=2[CH:4]=[C:3]([CH2:11][N:12]([C:29]([O:31][C:32]([CH3:35])([CH3:34])[CH3:33])=[O:30])[CH:13]2[CH2:18][CH2:17][N:16](C(OCC3C=CC=CC=3)=O)[CH2:15][CH2:14]2)[N:2]=1>C(O)C.[Pd]>[N:1]1[C:6]2[O:7][CH2:8][CH2:9][O:10][C:5]=2[CH:4]=[C:3]([CH2:11][N:12]([CH:13]2[CH2:18][CH2:17][NH:16][CH2:15][CH2:14]2)[C:29](=[O:30])[O:31][C:32]([CH3:35])([CH3:34])[CH3:33])[N:2]=1. Yields the product N1=NC(=CC2=C1OCCO2)CN(C(OC(C)(C)C)=O)C2CCNCC2 (1,1-Dimethylethyl (6,7-dihydro[1,4]dioxino[2,3-c]pyridazin-3-ylmethyl)-4-piperidinylcarbamate). The reactants are CO, [Cl-], CCc1c([N+](=O)[O-])ccc(OC)c1[N+](=O)[O-], [Na+], [Na+], O=C([O-])[O-]. Yields the product CCc1c(N)ccc(OC)c1[N+](=O)[O-]. RXN SMILES: [CH3:24][OH:25].[Cl-:17].[N+:1](=[O:2])([O-:3])[c:4]1[c:5]([O:15][CH3:16])[cH:6][cH:7][c:8]([N+:12]([O-:13])=[O:14])[c:9]1[CH2:10][CH3:11].[Na+:18].[Na+:19].[O-:20][C:21](=[O:22])[O-:23]>>[N+:1](=[O:2])([O-:3])[c:4]1[c:5]([O:15][CH3:16])[cH:6][cH:7][c:8]([NH2:12])[c:9]1[CH2:10][CH3:11]. Reactants: N1(CCCC1)CCN1N=CC2=CC=C(C=C12)N (1-(2-pyrrolidin-1-yl-ethyl)-1H-indazol-6-ylamine), C1=C(C=CC2=CC=CC=C12)SCCC(=O)O (3-(naphthalen-2-ylsulfanyl)-propionic acid). Product: C1=C(C=CC2=CC=CC=C12)SCCC(=O)NC1=CC=C2C=NN(C2=C1)CCN1CCCC1 (3-(2-naphthylthio)-N-[1-(2-pyrrolidin-1-ylethyl)-1H-indazol-6-yl]propanamide). Reaction SMILES: [N:1]1([CH2:6][CH2:7][N:8]2[C:16]3[C:11](=[CH:12][CH:13]=[C:14]([NH2:17])[CH:15]=3)[CH:10]=[N:9]2)[CH2:5][CH2:4][CH2:3][CH2:2]1.[CH:18]1[C:27]2[C:22](=[CH:23][CH:24]=[CH:25][CH:26]=2)[CH:21]=[CH:20][C:19]=1[S:28][CH2:29][CH2:30][C:31](O)=[O:32]>>[CH:18]1[C:27]2[C:22](=[CH:23][CH:24]=[CH:25][CH:26]=2)[CH:21]=[CH:20][C:19]=1[S:28][CH2:29][CH2:30][C:31]([NH:17][C:14]1[CH:15]=[C:16]2[C:11]([CH:10]=[N:9][N:8]2[CH2:7][CH2:6][N:1]2[CH2:5][CH2:4][CH2:3][CH2:2]2)=[CH:12][CH:13]=1)=[O:32]. Reported procedure: According to the procedure for Example 49, 1-(2-pyrrolidin-1-yl-ethyl)-1H-indazol-6-ylamine and 3-(naphthalen-2-ylsulfanyl)-propionic acid were processed to provide the title compound. 1H NMR (500 MHz, DMSO-d6) δ ppm 1.84 (m, 2 H), 1.99 (m, 2 H), 2.79 (t, J=7.02 Hz, 2 H), 3.04 (m, 2 H), 3.40 (t, J=7.02 Hz, 2 H), 3.53 (m, 2 H), 3.71 (q, J=6.10 Hz, 2 H), 4.68 (t, J=6.26 Hz, 2 H), 7.06 (m, 1 H), 7.50 (m, 3 H), 7.70 (m, 1 H), 7.88 (m, 4 H), 8.09 (s, 1 H), 8.30 (s, 1 H), 9.62 (br s, N H); MS (DCI/NH3... The reactants are resultant solution, N1CCCC1 (pyrrolidine), ClC(Cl)(OC(OC(Cl)(Cl)Cl)=O)Cl (Triphosgene), FC1=CC=C(C=C1)C=1N=CN2C1CNC1=CC=CC=C21 (3-(4-Fluorophenyl)-4,5-dihydroimidazo[1,5-a]quinoxaline), C(C)(C)N(CC)C(C)C (diisopropylethylamine). Solvent: C(Cl)Cl (methylene chloride). Conditions: time 16 hour. The product is FC1=CC=C(C=C1)C=1N=CN2C1CN(C1=CC=CC=C21)C(=O)N2CCCC2 (3-(4-Fluorophenyl)-4,5-dihydro-5-[(pyrrolidino)carbonyl]imidazo[1,5-a]quinoxaline). Reaction SMILES: ClC(Cl)(O[C:5](=[O:11])OC(Cl)(Cl)Cl)Cl.[F:13][C:14]1[CH:19]=[CH:18][C:17]([C:20]2[N:21]=[CH:22][N:23]3[C:32]4[C:27](=[CH:28][CH:29]=[CH:30][CH:31]=4)[NH:26][CH2:25][C:24]=23)=[CH:16][CH:15]=1.[CH:33]([N:36]([CH:39]([CH3:41])C)CC)([CH3:35])C.N1CCCC1>C(Cl)Cl>[F:13][C:14]1[CH:15]=[CH:16][C:17]([C:20]2[N:21]=[CH:22][N:23]3[C:32]4[C:27](=[CH:28][CH:29]=[CH:30][CH:31]=4)[N:26]([C:5]([N:36]4[CH2:33][CH2:35][CH2:41][CH2:39]4)=[O:11])[CH2:25][C:24]=23)=[CH:18][CH:19]=1. Reported procedure: Triphosgene (427 mg) is added to a mixture of 3-(4-fluorophenyl)-4,5-dihydroimidazo[1,5-a]quinoxaline (XXXVI, EXAMPLE 247, 702 mg), methylene chloride (27.0 ml) and diisopropylethylamine (0.53 ml) at 0°. The resultant solution is stirred for 1 hr at 0° and for 2 hr at 20°-25°. The mixture is cooled to 0° and pyrrolidine (0.85 ml) is added. The mixture is maintained at 0° for 1 hr and is allowed to warm to 20°-25°. After stirring for 16 hr, basic workup using sodium bicarbonate, methylene chlorid...